Dataset: the Open Reaction Database (ORD), a public repository of structured organic reaction records. Task: describe an organic reaction: reactants, conditions, products, and yield Reactants: CN(C)C=O (DMF), O1C(=CC2=C1C=CC=C2)C(=O)O (benzofuran-2-carboxylic acid), C(C(=O)Cl)(=O)Cl (oxalyl chloride). Solvent: C(Cl)Cl (methylene chloride). Run at time 1 hour. Yields the product O1C(=CC2=C1C=CC=C2)C(=O)Cl (Benzofuran-2-carbonyl chloride). Yield: 102.8%. RXN SMILES: CN(C=O)C.[O:6]1[C:10]2[CH:11]=[CH:12][CH:13]=[CH:14][C:9]=2[CH:8]=[C:7]1[C:15]([OH:17])=O.C(Cl)(=O)C([Cl:21])=O>C(Cl)Cl>[O:6]1[C:10]2[CH:11]=[CH:12][CH:13]=[CH:14][C:9]=2[CH:8]=[C:7]1[C:15]([Cl:21])=[O:17]. Procedure details: DMF (75 μL) was added under nitrogen to a solution of benzofuran-2-carboxylic acid (5.0 g, 30.8 mmol) and oxalyl chloride (13.3 mL, 154 mmol) in 175 mL of methylene chloride at room temperature. After the addition the reaction was stirred at room temperature for 1 h. The solvent and excess oxalyl chloride were removed under reduced pressure to give 5.72 g of a white solid which was used in the next step without additional purification. Reactants: C(C)(C)(C)OC(=O)N1[C@@H](C[C@H](C1)SCC1=CC=C(C=C1)OC)CCC(N(C)OC)=O ((2R,4R)-4-(4-Methoxy-benzylsulfanyl)-2-[2-(methoxy-methyl-carbamoyl)-ethyl]-pyrrolidine-1-carboxylic acid tert-butyl ester), FC1=CC=C(C=C1)[Mg]Br (4-fluorophenyl-magnesium bromide). Solvent: C1CCOC1 (THF). Product: C(C)(C)(C)OC(=O)N1[C@@H](C[C@H](C1)SCC1=CC=C(C=C1)OC)CCC(=O)C1=CC=C(C=C1)F ((2R,4R)-2-[3-(4-fluoro-phenyl)-3-oxo-propyl]-4-(4-methoxy-benzylsulfanyl)-pyrrolidine-1-carboxylic acid tert-butyl ester). The yield is 66.7%. RXN SMILES: [C:1]([O:5][C:6]([N:8]1[CH2:12][C@H:11]([S:13][CH2:14][C:15]2[CH:20]=[CH:19][C:18]([O:21][CH3:22])=[CH:17][CH:16]=2)[CH2:10][C@H:9]1[CH2:23][CH2:24][C:25](=[O:30])N(OC)C)=[O:7])([CH3:4])([CH3:3])[CH3:2].[F:31][C:32]1[CH:37]=[CH:36][C:35]([Mg]Br)=[CH:34][CH:33]=1>C1COCC1>[C:1]([O:5][C:6]([N:8]1[CH2:12][C@H:11]([S:13][CH2:14][C:15]2[CH:16]=[CH:17][C:18]([O:21][CH3:22])=[CH:19][CH:20]=2)[CH2:10][C@H:9]1[CH2:23][CH2:24][C:25]([C:35]1[CH:36]=[CH:37][C:32]([F:31])=[CH:33][CH:34]=1)=[O:30])=[O:7])([CH3:2])([CH3:4])[CH3:3]. Procedure details: A solution of 200 mg (0.456 mmol) (2R,4R)-4-(4-Methoxy-benzylsulfanyl)-2-[2-(methoxy-methyl-carbamoyl)-ethyl]-pyrrolidine-1-carboxylic acid tert-butyl ester in 3 ml THF was treated at 0° C. with 1.14 ml (1.14 mmol, 1M THF solution) of a 4-fluorophenyl-magnesium bromide solution and after 10 min warmed up to room temperature. The reaction was partitioned between aqueous aqueous 10% KHSO4/t-butyl methyl ether (3×). The organic phases were washed with aqueous 10% NaHCO3 and saturated NaCl solution,... The reactants are Cc1ccccc1, O=C(Cl)Cl, Clc1cc(Cl)cc(Nc2ccccc2)c1. Yields the product O=C(Cl)N(c1ccccc1)c1cc(Cl)cc(Cl)c1. Reaction SMILES: [CH3:20][c:21]1[cH:22][cH:23][cH:24][cH:25][cH:26]1.[Cl:16][C:17]([Cl:18])=[O:19].[Cl:1][c:2]1[cH:3][c:4]([NH:9][c:10]2[cH:11][cH:12][cH:13][cH:14][cH:15]2)[cH:5][c:6]([Cl:8])[cH:7]1>>[Cl:1][c:2]1[cH:3][c:4]([N:9]([c:10]2[cH:11][cH:12][cH:13][cH:14][cH:15]2)[C:17]([Cl:16])=[O:19])[cH:5][c:6]([Cl:8])[cH:7]1. The reactants are [H-].[Na+] (NaH), C(C)(=O)NC(C(=O)OCC)C(=O)OCC (diethyl acetamidomalonate), BrC1C(C2=CC=C(C=C2C1)CCCCCCCC)=O (2-Bromo-5-octyl-indan-1-one). The solvent is CN(C)C=O (DMF), CN(C)C=O (DMF). Conditions: time 3 hour. Product: C(C)OC(C(C(=O)OCC)(C1C(C2=CC=C(C=C2C1)CCCCCCCC)=O)NC(C)=O)=O (2-Acetylamino-2-(5-octyl-1-oxo-indan-2-yl)-malonic acid diethyl ester). Isolated yield 62.2%. Reaction SMILES: [H-].[Na+].[C:3]([NH:6][CH:7]([C:13]([O:15][CH2:16][CH3:17])=[O:14])[C:8]([O:10][CH2:11][CH3:12])=[O:9])(=[O:5])[CH3:4].Br[CH:19]1[CH2:27][C:26]2[C:21](=[CH:22][CH:23]=[C:24]([CH2:28][CH2:29][CH2:30][CH2:31][CH2:32][CH2:33][CH2:34][CH3:35])[CH:25]=2)[C:20]1=[O:36]>CN(C=O)C>[CH2:11]([O:10][C:8](=[O:9])[C:7]([NH:6][C:3](=[O:5])[CH3:4])([CH:19]1[CH2:27][C:26]2[C:21](=[CH:22][CH:23]=[C:24]([CH2:28][CH2:29][CH2:30][CH2:31][CH2:32][CH2:33][CH2:34][CH3:35])[CH:25]=2)[C:20]1=[O:36])[C:13]([O:15][CH2:16][CH3:17])=[O:14])[CH3:12] |f:0.1|. Procedure: To a stirring solution of 60% NaH (1.194 g, 29.85 mmol) in DMF (5 mL) was added diethyl acetamidomalonate (6.484 g, 29.85 mmol) via cannula at 0° C. The solution was allowed to stir for 3 hours for anion to form. A solution of 3 (3.22 g, 9.95 mmol) in DMF (10 mL) was then added to then transferred to anion solution at 0° C. and left to stir over night at room temp. The reaction mixture was then poured over ice and extracted with EtOAc. The organic layer was washed with brine, dried with NaSO4 an... The reactants are CN(C)C(OC(C)(C)C)N(C)C, C1CCOC1, Cc1ccc([N+](=O)[O-])cc1Cl. The product is CN(C)C=Cc1ccc([N+](=O)[O-])cc1Cl. Reaction SMILES: [C:12]([O:13][CH:17]([N:14]([CH3:15])[CH3:16])[N:18]([CH3:19])[CH3:20])([CH3:21])([CH3:22])[CH3:23].[CH2:24]1[O:25][CH2:26][CH2:27][CH2:28]1.[Cl:1][c:2]1[c:3]([CH3:11])[cH:4][cH:5][c:6]([N+:8](=[O:9])[O-:10])[cH:7]1>>[Cl:1][c:2]1[c:3]([CH:11]=[CH:17][N:18]([CH3:19])[CH3:20])[cH:4][cH:5][c:6]([N+:8](=[O:9])[O-:10])[cH:7]1. Starting materials: BrCC(=O)OC (methyl bromoacetate), ClC1=C(C=C(C(=C1)F)N1C(N(C(=CC1=O)C(F)(F)F)C)=O)N=C=S (2-chloro-5-[3,6-dihydro-3-methyl-2,6-dioxo-4-(trifluoromethyl)-1(2H)-pyrimidinyl]-4-fluorophenyl isothiocyanate), C(C)(C)N(C(C)C)CC (N,N-diisopropylethylamine), Cl.N[C@@H](CC1=CC=CC=C1)C(=O)OC (L-phenylalanine, methyl ester, hydrochloride). Solvent: C(C)OCC (diethyl ether), O1CCCC1 (tetrahydrofuran), C(Cl)Cl (methylene chloride). Reaction conditions: temperature 40 celsius, time 1 hour. Yields the product C(C1=CC=CC=C1)C(C(=O)OC)N1C(SCC1=O)=NC1=C(C=C(C(=C1)N1C(N(C(=CC1=O)C(F)(F)F)C)=O)F)Cl (Methyl α-benzyl-2-{{2-chloro-5-[3,6-dihydro-3-methyl-2,6-dioxo-4-(trifluoromethyl)-1(2H)-primidinyl]-4-fluorophenyl}imino}-4-oxo-3-thiazolidineacetate). The yield is 61.8%. As a reaction SMILES: [Cl:1][C:2]1[CH:7]=[C:6]([F:8])[C:5]([N:9]2[C:14](=[O:15])[CH:13]=[C:12]([C:16]([F:19])([F:18])[F:17])[N:11]([CH3:20])[C:10]2=[O:21])=[CH:4][C:3]=1[N:22]=[C:23]=[S:24].C(N(CC)C(C)C)(C)C.Cl.[NH2:35][C@H:36]([C:44]([O:46][CH3:47])=[O:45])[CH2:37][C:38]1[CH:43]=[CH:42][CH:41]=[CH:40][CH:39]=1.Br[CH2:49][C:50](OC)=[O:51]>O1CCCC1.C(Cl)Cl.C(OCC)C>[CH2:37]([CH:36]([N:35]1[C:50](=[O:51])[CH2:49][S:24][C:23]1=[N:22][C:3]1[CH:4]=[C:5]([N:9]2[C:14](=[O:15])[CH:13]=[C:12]([C:16]([F:17])([F:18])[F:19])[N:11]([CH3:20])[C:10]2=[O:21])[C:6]([F:8])=[CH:7][C:2]=1[Cl:1])[C:44]([O:46][CH3:47])=[O:45])[C:38]1[CH:43]=[CH:42][CH:41]=[CH:40][CH:39]=1 |f:2.3|. Procedure details: A solution of 2-chloro-5-[3,6-dihydro-3-methyl-2,6-dioxo-4-(trifluoromethyl)-1(2H)-pyrimidinyl]-4-fluorophenyl isothiocyanate (0.38 g, 1.0 mmol) and N,N-diisopropylethylamine (1.0 mL) in tetrahydrofuran is treated with L-phenylalanine, methyl ester, hydrochloride (0.18 g, 1.0 mmol), shaken at 40° C. for 1 hour, treated with methyl bromoacetate (0.46 g, 3.0 mmol), shaken at 40° C. for 16 hours, and concentrated in vacuo to obtain a residue. Column chromatography of the residue using silica gel an...